Dataset: the Open Reaction Database (ORD), a public repository of structured organic reaction records. Task: describe an organic reaction: reactants, conditions, products, and yield Starting materials: ClC=1C=NC=C(C1N1CCC(CC1)C#N)Cl (1-(3,5-dichloropyridin-4-yl)piperidine-4-carbonitrile), C(C)#N (acetonitrile), acid, C([O-])([O-])=O.[Na+].[Na+] (sodium carbonate). Reagents/catalysts: C=1C=CC(=CC1)[P](C=2C=CC=CC2)(C=3C=CC=CC3)[Pd]([P](C=4C=CC=CC4)(C=5C=CC=CC5)C=6C=CC=CC6)([P](C=7C=CC=CC7)(C=8C=CC=CC8)C=9C=CC=CC9)[P](C=1C=CC=CC1)(C=1C=CC=CC1)C=1C=CC=CC1 (tetrakis(triphenylphosphine)palladium(0)). Yields the product ClC=1C=NC=C(C1N1CCC(CC1)C#N)C1=CC=CC=C1 (1-(3-chloro-5-phenylpyridin-4-yl)piperidine-4-carbonitrile). Yield: 22.0%. RXN SMILES: Cl[C:2]1[CH:3]=[N:4][CH:5]=[C:6]([Cl:16])[C:7]=1[N:8]1[CH2:13][CH2:12][CH:11]([C:14]#[N:15])[CH2:10][CH2:9]1.C(=O)([O-])[O-].[Na+].[Na+].[C:23](#N)[CH3:24]>C1C=CC([P]([Pd]([P](C2C=CC=CC=2)(C2C=CC=CC=2)C2C=CC=CC=2)([P](C2C=CC=CC=2)(C2C=CC=CC=2)C2C=CC=CC=2)[P](C2C=CC=CC=2)(C2C=CC=CC=2)C2C=CC=CC=2)(C2C=CC=CC=2)C2C=CC=CC=2)=CC=1>[Cl:16][C:6]1[CH:5]=[N:4][CH:3]=[C:2]([C:24]2[CH:23]=[CH:6][CH:7]=[CH:2][CH:3]=2)[C:7]=1[N:8]1[CH2:13][CH2:12][CH:11]([C:14]#[N:15])[CH2:10][CH2:9]1 |f:1.2.3,^1:29,31,50,69|. Procedure details: General procedure D was followed using 1-(3,5-dichloropyridin-4-yl)piperidine-4-carbonitrile E48 (100 mg, 0.39 mmol), phenyllboronic acid (57 mg, 0.47 mmol), tetrakis(triphenylphosphine)palladium(0) (22 mg, 5 mol %), 0.5 M sodium carbonate (1.1 mL, 0.55 mmol) and acetonitrile (3.5 mL) for 45 min. The crude product was purified by preparative hplc (H2O, MeCN, 90:10-10:90, 30 min) to furnish the title compound (25 mg, 22%), LC-MS (ESI, 3.5 min) Rt 2.24 min, m/z 298 (100%, [M+H]+). Product: COC=1C=C2CCNC(C2=CC1OC)C (1,2,3,4-tetrahydro-6,7-dimethoxy-1-methylisoquinoline). The yield is 100.0%. Run in CO (methanol). As a reaction SMILES: Cl.[CH3:2][O:3][C:4]1[CH:5]=[C:6]2[C:11](=[CH:12][C:13]=1[O:14][CH3:15])[C:10]([CH3:16])=[N:9][CH2:8][CH2:7]2.[OH-].[Na+].[BH4-].[Na+].Cl>CO>[CH3:2][O:3][C:4]1[CH:5]=[C:6]2[C:11](=[CH:12][C:13]=1[O:14][CH3:15])[CH:10]([CH3:16])[NH:9][CH2:8][CH2:7]2 |f:0.1,2.3,4.5|. Procedure details: To a stirred solution of 3,4-dihydro-6,7-dimethoxy-1-methylisoquinoline hydrochloride (47.0 g, 0.229 m) and NaOH (5 g) in absolute methanol (500 ml) was added NaBH4 (34.6 g, 0.917 m) and the mixture stirred for 2 hr (TLC complete) and allowed to stand overnight. The mixture was cooled in an ice bath, treated carefully with 20% HCl until pH 1 was achieved and then heated to 50° for 1 hr. The solvent was then removed on the aspirator and the residue dissolved in 1 liter H2O. The solution was basif... Conditions: time 2 hour. Reactants: Cl (HCl), Cl.COC=1C=C2CCN=C(C2=CC1OC)C (3,4-dihydro-6,7-dimethoxy-1-methylisoquinoline hydrochloride), [OH-].[Na+] (NaOH), [BH4-].[Na+] (NaBH4). Starting materials: C(C)(C)(C)OC(=O)N1CC2=CC=CC(=C2CC1)C(NC1(CC2=CC=CC=C2C1)C(=O)OCC)=O (5-(2-Ethoxycarbonyl-indan-2-ylcarbamoyl)-3,4-dihydro-1H-isoquinoline-2-carboxylic acid tert-butyl ester), [OH-].[K+] (KOH), O (water). The solvent is CCO (EtOH). Reaction conditions: time 3 hour. The product is C(C)(C)(C)OC(=O)N1CC2=CC=CC(=C2CC1)C(NC1(CC2=CC=CC=C2C1)C(=O)O)=O (5-(2-Carboxy-indan-2-ylcarbamoyl)-3,4-dihydro-1H-isoquinoline-2-carboxylic acid tert-butyl ester). Yield: 87.5%. As a reaction SMILES: [C:1]([O:5][C:6]([N:8]1[CH2:17][CH2:16][C:15]2[C:10](=[CH:11][CH:12]=[CH:13][C:14]=2[C:18](=[O:34])[NH:19][C:20]2([C:29]([O:31]CC)=[O:30])[CH2:28][C:27]3[C:22](=[CH:23][CH:24]=[CH:25][CH:26]=3)[CH2:21]2)[CH2:9]1)=[O:7])([CH3:4])([CH3:3])[CH3:2].[OH-].[K+].O>CCO>[C:1]([O:5][C:6]([N:8]1[CH2:17][CH2:16][C:15]2[C:10](=[CH:11][CH:12]=[CH:13][C:14]=2[C:18](=[O:34])[NH:19][C:20]2([C:29]([OH:31])=[O:30])[CH2:28][C:27]3[C:22](=[CH:23][CH:24]=[CH:25][CH:26]=3)[CH2:21]2)[CH2:9]1)=[O:7])([CH3:4])([CH3:2])[CH3:3] |f:1.2|. Procedure: The mixture of 5-(2-ethoxycarbonyl-indan-2-ylcarbamoyl)-3,4-dihydro-1H-isoquinoline-2-carboxylic acid tert-butyl ester (71) (882 mg, 1.78 mmol) and KOH (1 g, 17.9 mmol) is dissolved in EtOH (15 mL) and water (1 mL) under a water bath. The water bath is removed when KOH is completely dissolved and the resulting reaction solution is stirred at RT for 3 h. After concentration in vacuo, the residue is dissolved in water (50 mL) and acidified with conc. HCl until no more white precipitate came out of... The reactants are BrC1=CC=C(O1)C=1C=C(C#N)C=CC1 (3-(5-bromofuran-2-yl)-benzonitrile), C[Sn](C)C.C[Sn](C)C (hexamethylditin), ClC=1C=CC(=NC1)Br (5-chloro-2-bromopyridine). The reagents and catalysts are C=1C=CC(=CC1)[P](C=2C=CC=CC2)(C=3C=CC=CC3)[Pd]([P](C=4C=CC=CC4)(C=5C=CC=CC5)C=6C=CC=CC6)([P](C=7C=CC=CC7)(C=8C=CC=CC8)C=9C=CC=CC9)[P](C=1C=CC=CC1)(C=1C=CC=CC1)C=1C=CC=CC1 (Pd(PPh3)4), C=1C=CC(=CC1)[P](C=2C=CC=CC2)(C=3C=CC=CC3)[Pd]([P](C=4C=CC=CC4)(C=5C=CC=CC5)C=6C=CC=CC6)([P](C=7C=CC=CC7)(C=8C=CC=CC8)C=9C=CC=CC9)[P](C=1C=CC=CC1)(C=1C=CC=CC1)C=1C=CC=CC1 (Pd(PPh3)4). Reaction conditions: temperature 80 celsius, time 16 hour. Product: ClC=1C=CC(=NC1)C1=CC=C(O1)C=1C=C(C#N)C=CC1 (3-(5-(5-choro-2-pyridyl)-2-furyl)-benzonitrile). Isolated yield 17.5%. RXN SMILES: C[Sn](C)C.C[Sn](C)C.[Cl:9][C:10]1[CH:11]=[CH:12][C:13](Br)=[N:14][CH:15]=1.Br[C:18]1[O:22][C:21]([C:23]2[CH:24]=[C:25]([CH:28]=[CH:29][CH:30]=2)[C:26]#[N:27])=[CH:20][CH:19]=1>C1C=CC([P]([Pd]([P](C2C=CC=CC=2)(C2C=CC=CC=2)C2C=CC=CC=2)([P](C2C=CC=CC=2)(C2C=CC=CC=2)C2C=CC=CC=2)[P](C2C=CC=CC=2)(C2C=CC=CC=2)C2C=CC=CC=2)(C2C=CC=CC=2)C2C=CC=CC=2)=CC=1>[Cl:9][C:10]1[CH:11]=[CH:12][C:13]([C:18]2[O:22][C:21]([C:23]3[CH:24]=[C:25]([CH:28]=[CH:29][CH:30]=3)[C:26]#[N:27])=[CH:20][CH:19]=2)=[N:14][CH:15]=1 |f:0.1,^1:1,5,34,36,55,74|. Procedure: Pd(PPh3)4 (5 mg, 0.004 mmol) was added to a solution of hexamethylditin (160 mg, 0.49 mmol) and 5-chloro-2-bromopyridine (76 mg, 0.395 mmol) in toulene (1 mL) under argon. The resulting solution was stirred at 80° C. for 16 h. After cooling to room temperature, a second portion of Pd(PPh3)4 (20 mg, 0.019 mmol) and 3-(5-bromofuran-2-yl)-benzonitrile (79 mg, 0.32 mmol) were added and the resulting solution was stirred at 110° C. for 14 h. After cooling to room temperature, the solvent was removed ... The reactants are CC(C)N=C=O, CC1Cc2ccc(Cl)cc2C(c2ccc([N+](=O)[O-])cc2)=NN1. Yields the product CC(C)NC(=O)N1N=C(c2ccc([N+](=O)[O-])cc2)c2cc(Cl)ccc2CC1C. As a reaction SMILES: [CH:23]([CH3:24])([CH3:25])[N:26]=[C:27]=[O:28].[Cl:1][c:2]1[cH:3][c:4]2[c:5]([cH:21][cH:22]1)[CH2:6][CH:7]([CH3:20])[NH:8][N:9]=[C:10]2[c:11]1[cH:12][cH:13][c:14]([N+:17](=[O:18])[O-:19])[cH:15][cH:16]1>>[Cl:1][c:2]1[cH:3][c:4]2[c:5]([cH:21][cH:22]1)[CH2:6][CH:7]([CH3:20])[N:8]([C:27]([NH:26][CH:23]([CH3:24])[CH3:25])=[O:28])[N:9]=[C:10]2[c:11]1[cH:12][cH:13][c:14]([N+:17](=[O:18])[O-:19])[cH:15][cH:16]1. The reactants are CON=C(C(=O)O)C=1N=NSC1 (2-Methoxyimino-2-(1,2,3-thiadiazol-4-yl)acetic acid), NC1[C@@H]2N(C(=C(CS2)C)C(=O)O)C1=O (7-amino-3-methyl-3-cephem-4-carboxylic acid). Product: CON=C(C(=O)NC1[C@@H]2N(C(=C(CS2)C)C(=O)O)C1=O)C=1N=NSC1 (7-[2-methoxyimino-2-(1,2,3-thiadiazol-4-yl)acetamido]-3-methyl-3-cephem-4-carboxylic acid). The yield is 65.3%. Reaction SMILES: [CH3:1][O:2][N:3]=[C:4]([C:8]1[N:9]=[N:10][S:11][CH:12]=1)[C:5]([OH:7])=O.[NH2:13][CH:14]1[C:25](=[O:26])[N:16]2[C:17]([C:22]([OH:24])=[O:23])=[C:18]([CH3:21])[CH2:19][S:20][C@H:15]12>>[CH3:1][O:2][N:3]=[C:4]([C:8]1[N:9]=[N:10][S:11][CH:12]=1)[C:5]([NH:13][CH:14]1[C:25](=[O:26])[N:16]2[C:17]([C:22]([OH:24])=[O:23])=[C:18]([CH3:21])[CH2:19][S:20][C@H:15]12)=[O:7]. Procedure details: 2-Methoxyimino-2-(1,2,3-thiadiazol-4-yl)acetic acid (syn isomer)(3.74 g) and 7-amino-3-methyl-3-cephem-4-carboxylic acid (4.3 g) were reacted according to similar manners to those of Examples 12 and 15 to give 7-[2-methoxyimino-2-(1,2,3-thiadiazol-4-yl)acetamido]-3-methyl-3-cephem-4-carboxylic acid (syn isomer)(5.0 g), mp 111° to 116° C. (dec.). Starting materials: CCOC(C)=O, CN(C)C=O, CC(C)(C)[O-], CO, CCOC(C)=O, ClCCl, CC(O)(CN1CCN(C(=O)OCC=Cc2ccc(C(F)(F)F)cc2)CC1)Cn1cc([N+](=O)[O-])nc1Sc1ccc([N+](=O)[O-])cc1, [Na+], O. Product: CC1(CN2CCN(C(=O)OCC=Cc3ccc(C(F)(F)F)cc3)CC2)Cn2cc([N+](=O)[O-])nc2O1. As a reaction SMILES: [C:60]([O:61][CH2:62][CH3:63])(=[O:64])[CH3:65].[CH3:1][N:2]([CH3:3])[CH:4]=[O:5].[CH3:51][C:52]([CH3:53])([O-:54])[CH3:55].[CH3:58][OH:59].[CH3:69][CH2:70][O:71][C:72](=[O:73])[CH3:74].[Cl:66][CH2:67][Cl:68].[N+:6](=[O:7])([O-:8])[c:9]1[n:10][c:11]([S:41][c:42]2[cH:43][cH:44][c:45]([N+:46]([O-:47])=[O:48])[cH:49][cH:50]2)[n:12]([CH2:14][C:15]([CH2:16][N:17]2[CH2:18][CH2:19][N:20]([C:23](=[O:24])[O:25][CH2:26][CH:27]=[CH:28][c:29]3[cH:30][cH:31][c:32]([C:35]([F:36])([F:37])[F:38])[cH:33][cH:34]3)[CH2:21][CH2:22]2)([CH3:39])[OH:40])[cH:13]1.[Na+:56].[OH2:57]>>[N+:6](=[O:7])([O-:8])[c:9]1[n:10][c:11]2[n:12]([cH:13]1)[CH2:14][C:15]([CH2:16][N:17]1[CH2:18][CH2:19][N:20]([C:23](=[O:24])[O:25][CH2:26][CH:27]=[CH:28][c:29]3[cH:30][cH:31][c:32]([C:35]([F:36])([F:37])[F:38])[cH:33][cH:34]3)[CH2:21][CH2:22]1)([CH3:39])[O:40]2.